From a dataset of the Open Reaction Database (ORD), a public repository of structured organic reaction records. describe an organic reaction: reactants, conditions, products, and yield The product is BrC1=NC=C(C=C1)S(=O)C1=CC=CC=C1 (2-Bromo-5-pheylsulfinylpyridine). Procedure: Following the procedure of Example 7 2-bromo-5phenylthiopyridine is converted to 2-bromo-5-(phenylsulfinlyl) pyridine with m-chloroperbenzoic acid. Starting materials: BrC1=NC=C(C=C1)SC1=CC=CC=C1 (2-bromo-5phenylthiopyridine), 2-bromo-5-(phenylsulfinlyl) pyridine, ClC1=CC(=CC=C1)C(=O)OO (m-chloroperbenzoic acid). Reaction SMILES: [Br:1][C:2]1[CH:7]=[CH:6][C:5]([S:8][C:9]2[CH:14]=[CH:13][CH:12]=[CH:11][CH:10]=2)=[CH:4][N:3]=1.ClC1C=CC=C(C(OO)=[O:23])C=1>>[Br:1][C:2]1[CH:7]=[CH:6][C:5]([S:8]([C:9]2[CH:14]=[CH:13][CH:12]=[CH:11][CH:10]=2)=[O:23])=[CH:4][N:3]=1.